Task: describe an organic reaction: reactants, conditions, products, and yield. Dataset: the Open Reaction Database (ORD), a public repository of structured organic reaction records Starting materials: C(C(C)(C)C)(=O)OCC(CN1C(C2=CC=C(C=C2C=C1)Br)=O)(C)C (3-(6-bromo-1-oxoisoquinolin-2(1H)-yl)-2,2-dimethylpropyl pivalate), CN(C)C=O (DMF), O=P(Cl)(Cl)Cl (POCl3), CN(C)C=O (DMF). Run at time 1 hour. Product: C(C(C)(C)C)(=O)OCC(CN1C(C2=CC=C(C=C2C(=C1)C=O)Br)=O)(C)C (3-(6-Bromo-4-formyl-1-oxoisoquinolin-2(1H)-yl)-2,2-dimethylpropyl pivalate). RXN SMILES: [C:1]([O:7][CH2:8][C:9]([CH3:24])([CH3:23])[CH2:10][N:11]1[CH:20]=[CH:19][C:18]2[C:13](=[CH:14][CH:15]=[C:16]([Br:21])[CH:17]=2)[C:12]1=[O:22])(=[O:6])[C:2]([CH3:5])([CH3:4])[CH3:3].O=P(Cl)(Cl)Cl.CN([CH:33]=[O:34])C>>[C:1]([O:7][CH2:8][C:9]([CH3:24])([CH3:23])[CH2:10][N:11]1[CH:20]=[C:19]([CH:33]=[O:34])[C:18]2[C:13](=[CH:14][CH:15]=[C:16]([Br:21])[CH:17]=2)[C:12]1=[O:22])(=[O:6])[C:2]([CH3:4])([CH3:5])[CH3:3]. Procedure: A stirred solution of 3-(6-bromo-1-oxoisoquinolin-2(1H)-yl)-2,2-dimethylpropyl pivalate (51.3 g) in DMF (150 mL) at 75° C. (flask fitted with a CaCl2 drying tube) was treated dropwise over ˜20 min with a freshly prepared solution of Vilsmeyer Haak reagent [freshly prepared by dropwise addition of POCl3 (182 mL) over ˜40 min to DMF (302 mL) at 0° C. and then stirred for 1 h at room temperature]. Heating was continued for 8 h, and then the reaction mixture was cooled to room temperature and stirre... Starting materials: ClC=1C=C(SC1)C1=NNC=C1 (3-(4-chloro-2-thienyl)-1H-pyrazole), S(=S)(=O)([O-])[O-].[Na+].[Na+] (sodium thiosulfate), C([O-])([O-])=O.[Na+].[Na+] (sodium carbonate), IN1C(CCC1=O)=O (N-Iodosuccinimide). The solvent is CN(C=O)C (N,N-dimethylformamide). Conditions: time 8 hour. Product: ClC=1C=C(SC1)C1=NNC=C1I (3-(4-chloro-2-thienyl)-4-iodo-1H-pyrazole). The yield is 91.2%. RXN SMILES: [Cl:1][C:2]1[CH:3]=[C:4]([C:7]2[CH:11]=[CH:10][NH:9][N:8]=2)[S:5][CH:6]=1.[I:12]N1C(=O)CCC1=O.S([O-])([O-])(=O)=S.[Na+].[Na+].C(=O)([O-])[O-].[Na+].[Na+]>CN(C)C=O>[Cl:1][C:2]1[CH:3]=[C:4]([C:7]2[C:11]([I:12])=[CH:10][NH:9][N:8]=2)[S:5][CH:6]=1 |f:2.3.4,5.6.7|. Reported procedure: 3-(4-chloro-2-thienyl)-1H-pyrazole (24.0 mmol) was dissolved in 50 mL N,N-dimethylformamide under argon atmosphere. N-Iodosuccinimide (25.1 mmol) was added in small portions. The reaction mixture was stirred at room temperature overnight. 5% aqueous sodium thiosulfate solution and saturated aqueous sodium carbonate solution were added and the mixture was stirred at room temperature for 1 h. The white precipitate was filtered, washed thoroughly with water and dried in vacuum to afford 6.80 g of 3... The reactants are BrC1CC1, O=C(c1cc([N+](=O)[O-])ccc1O)N1CCN(c2ccc(C(F)(F)F)cc2)CC1. The product is C=CCOc1ccc([N+](=O)[O-])cc1C(=O)N1CCN(c2ccc(C(F)(F)F)cc2)CC1. Reaction SMILES: [CH:29]1([Br:32])[CH2:30][CH2:31]1.[OH:1][c:2]1[c:3]([C:11](=[O:12])[N:13]2[CH2:14][CH2:15][N:16]([c:19]3[cH:20][cH:21][c:22]([C:25]([F:26])([F:27])[F:28])[cH:23][cH:24]3)[CH2:17][CH2:18]2)[cH:4][c:5]([N+:8](=[O:9])[O-:10])[cH:6][cH:7]1>>[O:1]([c:2]1[c:3]([C:11](=[O:12])[N:13]2[CH2:14][CH2:15][N:16]([c:19]3[cH:20][cH:21][c:22]([C:25]([F:26])([F:27])[F:28])[cH:23][cH:24]3)[CH2:17][CH2:18]2)[cH:4][c:5]([N+:8](=[O:9])[O-:10])[cH:6][cH:7]1)[CH2:31][CH:29]=[CH2:30]. Reactants: FC(F)CBr, O=C([O-])[O-], Cc1cn(-c2ccc(C=Cc3nc4n(n3)CCCC4c3ccccc3C(F)(F)F)nc2O)cn1, CCOC(C)=O, [Cs+], [Cs+], CN(C)C=O, O. Product: Cc1cn(-c2ccc(C=Cc3nc4n(n3)CCCC4c3ccccc3C(F)(F)F)nc2OCC(F)F)cn1. As a reaction SMILES: [Br:7][CH2:8][CH:9]([F:10])[F:11].[C:1](=[O:2])([O-:3])[O-:4].[CH3:12][c:13]1[n:14][cH:15][n:16](-[c:18]2[c:19]([OH:45])[n:20][c:21]([CH:24]=[CH:25][c:26]3[n:27][n:28]4[c:29]([n:44]3)[CH:30]([c:34]3[c:35]([C:40]([F:41])([F:42])[F:43])[cH:36][cH:37][cH:38][cH:39]3)[CH2:31][CH2:32][CH2:33]4)[cH:22][cH:23]2)[cH:17]1.[CH3:51][CH2:52][O:53][C:54](=[O:55])[CH3:56].[Cs+:5].[Cs+:6].[O:46]=[CH:47][N:48]([CH3:49])[CH3:50].[OH2:57]>>[CH2:8]([CH:9]([F:10])[F:11])[O:45][c:19]1[c:18](-[n:16]2[cH:15][n:14][c:13]([CH3:12])[cH:17]2)[cH:23][cH:22][c:21]([CH:24]=[CH:25][c:26]2[n:27][n:28]3[c:29]([n:44]2)[CH:30]([c:34]2[c:35]([C:40]([F:41])([F:42])[F:43])[cH:36][cH:37][cH:38][cH:39]2)[CH2:31][CH2:32][CH2:33]3)[n:20]1. Reactants: Cl.NN1C(N(C2=C(C(=C(C=C2C1=O)F)N1CC(C(C1)C(C)N)(C)C)OC)C1CC1)=O (3-Amino-7-[4-(1-aminoethyl)-3,3-dimethylpyrrolidin-1-yl]-1-cyclopropyl-6-fluoro-8-methoxy-1H-quinazoline-2,4-dione hydrochloride), Cl.NN1C(N(C2=C(C(=C(C=C2C1=O)F)N1CC(C(C1)C(C)N)(C)C)OC)C1CC1)=O (3-Amino-7-[4-(1-aminoethyl)-3,3-dimethylpyrrolidin-1-yl]-1-cyclopropyl-6-fluoro-8-methoxy-1H-quinazoline-2,4-dione hydrochloride), C(C)(C)(C)OC(NC(C)C1CN(CC1(C)C)C1=C(C=C2C(N(C(N(C2=C1OC)C1CC1)=O)N)=O)F)=O ({1-[1-(3-amino-1-cyclopropyl-6-fluoro-8-methoxy-2,4-dioxo-1,2,3,4-tetrahydroquinazolin-7-yl)-4,4-dimethylpyrrolidin-3-yl]ethyl}carbamic acid tert-butyl ester). The product is Cl.NN1C(N(C2=C(C(=C(C=C2C1=O)F)N1C[C@H]([C@@H](C1)C1=CC=C(C=C1)O)N)Cl)C1CC1)=O (3-Amino-7-[trans-3-amino-4-(4-hydroxyphenyl)pyrrolidin-1-yl]-8-chloro-1-cyclopropyl-6-fluoro-1H-quinazoline-2,4-dione hydrochloride). As a reaction SMILES: [ClH:1].[NH2:2][N:3]1[C:12](=[O:13])[C:11]2[C:6](=[C:7](OC)[C:8]([N:15]3[CH2:19][CH:18]([CH:20]([NH2:22])[CH3:21])[C:17]([CH3:24])(C)[CH2:16]3)=[C:9]([F:14])[CH:10]=2)[N:5]([CH:27]2[CH2:29][CH2:28]2)[C:4]1=[O:30].[C:31]([O:35]C(=O)NC(C1C(C)(C)CN(C2C(OC)=C3C(C(=O)N(N)C(=O)N3C3CC3)=CC=2F)C1)C)(C)([CH3:33])[CH3:32]>>[ClH:1].[NH2:2][N:3]1[C:12](=[O:13])[C:11]2[C:6](=[C:7]([Cl:1])[C:8]([N:15]3[CH2:19][C@@H:18]([C:17]4[CH:24]=[CH:33][C:31]([OH:35])=[CH:32][CH:16]=4)[C@H:20]([NH2:22])[CH2:21]3)=[C:9]([F:14])[CH:10]=2)[N:5]([CH:27]2[CH2:28][CH2:29]2)[C:4]1=[O:30] |f:0.1,3.4|. Procedure details: (gggg) 3-Amino-7-[4-(1-aminoethyl)-3,3-dimethylpyrrolidin-1-yl]-1-cyclopropyl-6-fluoro-8-methoxy-1H-quinazoline-2,4-dione hydrochloride (Compound 86) (mp 230° C., MS ES: m/z 406 (MH+)) from {1-[1-(3-amino-1-cyclopropyl-6-fluoro-8-methoxy-2,4-dioxo-1,2,3,4-tetrahydroquinazolin-7-yl)-4,4-dimethylpyrrolidin-3-yl]ethyl}carbamic acid tert-butyl ester (Example 28w) using General Method A. Reactants: CCOC(C)=O, COc1cc(N2CCN(CCS(C)(=O)=O)CC2)c(C)cc1[N+](=O)[O-], CO. Yields the product COc1cc(N2CCN(CCS(C)(=O)=O)CC2)c(C)cc1N. Reaction SMILES: [C:27]([O:28][CH2:29][CH3:30])(=[O:31])[CH3:32].[CH3:1][c:2]1[c:3]([N:13]2[CH2:14][CH2:15][N:16]([CH2:19][CH2:20][S:21](=[O:22])(=[O:23])[CH3:24])[CH2:17][CH2:18]2)[cH:4][c:5]([O:11][CH3:12])[c:6]([N+:8]([O-:9])=[O:10])[cH:7]1.[CH3:25][OH:26]>>[CH3:1][c:2]1[c:3]([N:13]2[CH2:14][CH2:15][N:16]([CH2:19][CH2:20][S:21](=[O:22])(=[O:23])[CH3:24])[CH2:17][CH2:18]2)[cH:4][c:5]([O:11][CH3:12])[c:6]([NH2:8])[cH:7]1. Starting materials: C1CCOC1, [K+], [K+], O=C([O-])[O-], CCOC(=O)c1cc(=O)c2ccc(O)c([N+](=O)[O-])c2o1, Cc1ccc(S(=O)(=O)Cl)cc1. Product: CCOC(=O)c1cc(=O)c2ccc(OS(=O)(=O)c3ccc(C)cc3)c([N+](=O)[O-])c2o1. Reaction SMILES: [CH2:38]1[O:39][CH2:40][CH2:41][CH2:42]1.[K+:32].[K+:33].[O-:34][C:35]([O-:36])=[O:37].[OH:1][c:2]1[cH:3][cH:4][c:5]2[c:6](=[O:20])[cH:7][c:8]([C:15](=[O:16])[O:17][CH2:18][CH3:19])[o:9][c:10]2[c:11]1[N+:12](=[O:13])[O-:14].[c:21]1([CH3:31])[cH:22][cH:23][c:24]([S:27](=[O:28])(=[O:29])[Cl:30])[cH:25][cH:26]1>>[O:1]([c:2]1[cH:3][cH:4][c:5]2[c:6](=[O:20])[cH:7][c:8]([C:15](=[O:16])[O:17][CH2:18][CH3:19])[o:9][c:10]2[c:11]1[N+:12](=[O:13])[O-:14])[S:27]([c:24]1[cH:23][cH:22][c:21]([CH3:31])[cH:26][cH:25]1)(=[O:28])=[O:29]. Starting materials: ClC=1C=C(CC2CCN(CC2)C[C@@H](C(C)C)NC(=O)NC2=CC(=CC=C2)[N+](=O)[O-])C=CC1Cl (1-{1-(R)-[4-(3,4-dichlorobenzyl)-piperidin-1-ylmethyl]-2-methylpropyl}-3-(3-nitrophenyl)urea), CS(=O)(=O)Cl (methylsulfonyl chloride). The reagents and catalysts are O=[Pt]=O (PtO2). Yields the product ClC=1C=C(CC2CCN(CC2)C[C@@H](C(C)C)NC(=O)NC2=CC(=CC=C2)NS(=O)(=O)C)C=CC1Cl (1-{1-(R)-[4-(3,4-dichlorobenzyl)-piperidin-1-ylmethyl]-2-methylpropyl}-3-(3-methylsulfonylaminophenyl)urea). RXN SMILES: [Cl:1][C:2]1[CH:3]=[C:4]([CH:30]=[CH:31][C:32]=1[Cl:33])[CH2:5][CH:6]1[CH2:11][CH2:10][N:9]([CH2:12][C@H:13]([NH:17][C:18]([NH:20][C:21]2[CH:26]=[CH:25][CH:24]=[C:23]([N+:27]([O-])=O)[CH:22]=2)=[O:19])[CH:14]([CH3:16])[CH3:15])[CH2:8][CH2:7]1.[CH3:34][S:35](Cl)(=[O:37])=[O:36]>O=[Pt]=O>[Cl:1][C:2]1[CH:3]=[C:4]([CH:30]=[CH:31][C:32]=1[Cl:33])[CH2:5][CH:6]1[CH2:11][CH2:10][N:9]([CH2:12][C@H:13]([NH:17][C:18]([NH:20][C:21]2[CH:26]=[CH:25][CH:24]=[C:23]([NH:27][S:35]([CH3:34])(=[O:37])=[O:36])[CH:22]=2)=[O:19])[CH:14]([CH3:16])[CH3:15])[CH2:8][CH2:7]1. Reported procedure: Proceeding as described in Example 13 above, but substituting 3-methoxyphenylisocyanate with 3-nitrophenylisocynate gave 1-{1-(R)-[4-(3,4-dichlorobenzyl)-piperidin-1-ylmethyl]-2-methylpropyl}-3-(3-nitrophenyl)urea which was then converted to the corresponding 1-{1-(R)-[4-(3,4-dichlorobenzyl)piperidin-1-ylmethyl]-2-methylpropyl}-3-(3-aminophenyl)urea under catalytic hydrogenation conditions using PtO2 catalyst, followed by reaction with methylsulfonyl chloride to give 1-{1-(R)-[4-(3,4-dichloroben... RXN SMILES: [BH4-:29].[CH2:1]([CH:2]=[CH2:3])[O:4][c:5]1[c:6]([NH:7][C:8]([CH3:9])=[O:10])[c:11]([O:22][CH2:23][CH:24]=[CH2:25])[cH:12][c:13]([C:15]([CH2:16][S:17](=[O:18])(=[O:19])[CH3:20])=[O:21])[cH:14]1.[CH3:26][CH2:27][OH:28].[Na+:30].[Na+:32].[OH-:31].[OH2:33]>>[CH2:1]([CH:2]=[CH2:3])[O:4][c:5]1[c:6]([NH:7][C:8]([CH3:9])=[O:10])[c:11]([O:22][CH2:23][CH:24]=[CH2:25])[cH:12][c:13]([CH:15]([CH2:16][S:17](=[O:18])(=[O:19])[CH3:20])[OH:21])[cH:14]1. Product: C=CCOc1cc(C(O)CS(C)(=O)=O)cc(OCC=C)c1NC(C)=O. The reactants are [BH4-], C=CCOc1cc(C(=O)CS(C)(=O)=O)cc(OCC=C)c1NC(C)=O, CCO, [Na+], [Na+], [OH-], O. Reactants: C1(CCCCCCCCCCCCCC1)N(C)CCCN(C)C (N-Cyclopentadecyl-N-[3-(dimethylamino)propyl]-N-methylamine), C(CCC(=O)O)(=O)O (succinic acid). The solvent is CO (methanol), CO (methanol). Reaction conditions: time 18 hour. The product is C(CCC(=O)O)(=O)O.C(CCC(=O)O)(=O)O.C1(CCCC1)CCCCCCCCCCN(C)CCCN(C)C (N-Cyclopentyldecyl-N-(3-dimethylaminopropyl)-N-methylamine, disuccinate salt). RXN SMILES: [CH:1]1([N:16]([CH2:18][CH2:19][CH2:20][N:21]([CH3:23])[CH3:22])[CH3:17])[CH2:15][CH2:14][CH2:13][CH2:12][CH2:11][CH2:10][CH2:9][CH2:8][CH2:7][CH2:6][CH2:5][CH2:4][CH2:3][CH2:2]1.[C:24]([OH:31])(=[O:30])[CH2:25][CH2:26][C:27]([OH:29])=[O:28]>CO>[C:24]([OH:31])(=[O:30])[CH2:25][CH2:26][C:27]([OH:29])=[O:28].[C:24]([OH:31])(=[O:30])[CH2:25][CH2:26][C:27]([OH:29])=[O:28].[CH:6]1([CH2:7][CH2:8][CH2:9][CH2:10][CH2:11][CH2:12][CH2:13][CH2:14][CH2:15][CH2:1][N:16]([CH2:18][CH2:19][CH2:20][N:21]([CH3:22])[CH3:23])[CH3:17])[CH2:2][CH2:3][CH2:4][CH2:5]1 |f:3.4.5|. Procedure details: The diamine of Example 40 (274 mg) in methanol (3 ml) is treated with succinic acid (283 mg) in methanol (3 ml). The reaction is stirred at 20°-25° for 18 hours. A white precipitate forms which is collected by filtration. This is then recrystallized from methanol-diethyl ether to give a solid, mp 164°-166° C. Second crop mp 164°-165° C. (PLA2)